This data is from the Open Reaction Database (ORD), a public repository of structured organic reaction records. The task is: describe an organic reaction: reactants, conditions, products, and yield Starting materials: CC(C)(C)OC(=O)N1CCN(CCN2C(=O)c3ccccc3C2=O)CC1, CCO, NN, O. The product is CC(C)(C)OC(=O)N1CCN(CCN)CC1. Reaction SMILES: [C:1]([CH3:2])([CH3:3])([CH3:4])[O:5][C:6](=[O:7])[N:8]1[CH2:9][CH2:10][N:11]([CH2:14][CH2:15][N:16]2[C:17](=[O:18])[c:19]3[c:20]([cH:21][cH:22][cH:23][cH:24]3)[C:25]2=[O:26])[CH2:12][CH2:13]1.[CH3:30][CH2:31][OH:32].[NH2:28][NH2:29].[OH2:27]>>[C:1]([CH3:2])([CH3:3])([CH3:4])[O:5][C:6](=[O:7])[N:8]1[CH2:9][CH2:10][N:11]([CH2:14][CH2:15][NH2:16])[CH2:12][CH2:13]1. The reactants are O=C([O-])[O-], CC(C)c1cc(C(C)C)c(-c2ccccc2P(C2CCCCC2)C2CCCCC2)c(C(C)C)c1, COc1cc(Cl)nc(SCc2cccc(F)c2F)n1, [Cs+], [Cs+], NS(=O)(=O)C1CCNCC1, O=C(C=Cc1ccccc1)C=Cc1ccccc1, C1COCCO1, O=C(C=Cc1ccccc1)C=Cc1ccccc1, O=C(C=Cc1ccccc1)C=Cc1ccccc1, [Pd], [Pd]. Yields the product COc1cc(NS(=O)(=O)C2CCNCC2)nc(SCc2cccc(F)c2F)n1. Reaction SMILES: [C:45](=[O:46])([O-:47])[O-:48].[CH:11]1([P:12]([CH:13]2[CH2:14][CH2:15][CH2:16][CH2:17][CH2:18]2)[c:19]2[cH:20][cH:21][cH:22][cH:23][c:24]2-[c:25]2[c:26]([CH:27]([CH3:28])[CH3:29])[cH:30][c:31]([CH:32]([CH3:33])[CH3:34])[cH:35][c:36]2[CH:37]([CH3:38])[CH3:39])[CH2:40][CH2:41][CH2:42][CH2:43][CH2:44]1.[Cl:51][c:52]1[n:53][c:54]([S:60][CH2:61][c:62]2[c:63]([F:69])[c:64]([F:68])[cH:65][cH:66][cH:67]2)[n:55][c:56]([O:58][CH3:59])[cH:57]1.[Cs+:49].[Cs+:50].[NH:1]1[CH2:2][CH2:3][CH:4]([S:7](=[O:8])(=[O:9])[NH2:10])[CH2:5][CH2:6]1.[O:114]=[C:115]([CH:116]=[CH:117][c:118]1[cH:119][cH:120][cH:121][cH:122][cH:123]1)[CH:124]=[CH:125][c:126]1[cH:127][cH:128][cH:129][cH:130][cH:131]1.[O:70]1[CH2:71][CH2:72][O:73][CH2:74][CH2:75]1.[O:78]=[C:79]([CH:80]=[CH:81][c:82]1[cH:83][cH:84][cH:85][cH:86][cH:87]1)[CH:88]=[CH:89][c:90]1[cH:91][cH:92][cH:93][cH:94][cH:95]1.[O:96]=[C:97]([CH:98]=[CH:99][c:100]1[cH:101][cH:102][cH:103][cH:104][cH:105]1)[CH:106]=[CH:107][c:108]1[cH:109][cH:110][cH:111][cH:112][cH:113]1.[Pd:76].[Pd:77]>>[NH:1]1[CH2:2][CH2:3][CH:4]([S:7](=[O:8])(=[O:9])[NH:10][c:52]2[n:53][c:54]([S:60][CH2:61][c:62]3[c:63]([F:69])[c:64]([F:68])[cH:65][cH:66][cH:67]3)[n:55][c:56]([O:58][CH3:59])[cH:57]2)[CH2:5][CH2:6]1. The reactants are CCCCCC (hexane), FC(S(=O)(=O)OC1=NN2C(N=C(C=C2C(F)(F)F)C(F)(F)F)=C1C1=CC=CC=C1)(F)F (3-Phenyl-5,7-bis(trifluoromethyl)pyrazolo[1,5-a]pyrimidin-2-yl trifluoromethanesulfonate), C(C)(C)(C)OC(=O)NC1(CCC1)C1=CC=C(C=C1)B(O)O ((4-{1-[(tert-butoxycarbonyl)amino]cyclobutyl}-phenyl)boronic acid), C([O-])([O-])=O.[Cs+].[Cs+] (cesium carbonate). Solvent: CN(C)C=O (DMF). Reaction conditions: temperature 110 celsius. Yields the product C1(=CC=CC=C1)C=1C(=NN2C1N=C(C=C2C(F)(F)F)C(F)(F)F)C2=CC=C(C=C2)C2(CCC2)NC(OC(C)(C)C)=O (tert-Butyl (1-{4-[3-phenyl-5,7-bis(trifluoromethyl)pyrazolo[1,5-a]pyrimidin-2-yl]phenyl}cyclobutyl)carbamate). Isolated yield 55.0%. Reaction SMILES: FC(F)(F)S(O[C:7]1[C:23]([C:24]2[CH:29]=[CH:28][CH:27]=[CH:26][CH:25]=2)=[C:10]2[N:11]=[C:12]([C:19]([F:22])([F:21])[F:20])[CH:13]=[C:14]([C:15]([F:18])([F:17])[F:16])[N:9]2[N:8]=1)(=O)=O.[C:32]([O:36][C:37]([NH:39][C:40]1([C:44]2[CH:49]=[CH:48][C:47](B(O)O)=[CH:46][CH:45]=2)[CH2:43][CH2:42][CH2:41]1)=[O:38])([CH3:35])([CH3:34])[CH3:33].C(=O)([O-])[O-].[Cs+].[Cs+].CCCCCC>CN(C=O)C>[C:24]1([C:23]2[C:7]([C:47]3[CH:48]=[CH:49][C:44]([C:40]4([NH:39][C:37](=[O:38])[O:36][C:32]([CH3:35])([CH3:34])[CH3:33])[CH2:43][CH2:42][CH2:41]4)=[CH:45][CH:46]=3)=[N:8][N:9]3[C:14]([C:15]([F:16])([F:17])[F:18])=[CH:13][C:12]([C:19]([F:20])([F:21])[F:22])=[N:11][C:10]=23)[CH:25]=[CH:26][CH:27]=[CH:28][CH:29]=1 |f:2.3.4|. Procedure: 3-Phenyl-5,7-bis(trifluoromethyl)pyrazolo[1,5-a]pyrimidin-2-yl trifluoromethanesulfonate (230 mg, 0.46 mmol, 1 eq), (4-{1-[(tert-butoxycarbonyl)amino]cyclobutyl}-phenyl)boronic acid [Int-2A] (210 mg, 0.68 mmol, 85% purity, 1.5 eq), 1,1′-bis(diphenylphosphino)ferrocene-palladium(II)dichloride dichloromethane complex (40.8 mg, 0.05 mmol, 0.11 eq) and cesium carbonate (371 mg, 1.14 mmol, 2.5 eq) were dissolved in 3.8 mL DMF and heated under microwave irradiation to a temperature of 110° C. After a ... Reactants: C(C)(CC)N (secondarybutylamine), ClCCOC(C)O (2-chloroethoxyethanol). Product: C(C)(CC)NCCOC(C)O (secondarybutylaminoethoxyethanol). Yield: 60.6%. As a reaction SMILES: [CH:1]([NH2:5])([CH2:3][CH3:4])[CH3:2].Cl[CH2:7][CH2:8][O:9][CH:10]([OH:12])[CH3:11]>>[CH:1]([NH:5][CH2:7][CH2:8][O:9][CH:10]([OH:12])[CH3:11])([CH2:3][CH3:4])[CH3:2]. Reported procedure: In the manner described in Example 8, 131 g of secondarybutylamine and 93 g of 2-chloroethoxyethanol yielded 73 g of secondarybutylaminoethoxyethanol having a b.p. 120° C. (10 mm). Analysis calculated for C8H19NO2 : %N, 8.70: Found: %N, 8.45. The reactants are ClC(=O)OC (Methyl chloroformate), C(C)(C)[Mg]Cl (isopropylmagnesium chloride), BrC1=CSC=C1Br (3,4-dibromo-thiophene). Solvent: C1CCOC1 (THF), C1CCOC1 (THF). Reaction conditions: temperature 2.5 celsius, time 3 hour. The product is COC(=O)C1=CSC=C1Br (4-bromothiophene-3-carboxylic acid methyl ester). Yield: 54.5%. As a reaction SMILES: C([Mg]Cl)(C)C.Br[C:7]1[C:11]([Br:12])=[CH:10][S:9][CH:8]=1.Cl[C:14]([O:16][CH3:17])=[O:15]>C1COCC1>[CH3:17][O:16][C:14]([C:7]1[C:11]([Br:12])=[CH:10][S:9][CH:8]=1)=[O:15]. Procedure details: A solution of isopropylmagnesium chloride (1.0 g, 9.7 mmol, 1.2 eq.) in THF (5 mL) was added to a solution of 3,4-dibromo-thiophene (2 g, 8.3 mmol, 1.0 eq.) in THF (15 mL), and stirred for 3 hours while the temperature was maintained at 0-5° C. in an ice/salt bath. Methyl chloroformate (1.6 g, 16.9 mmol, 2 eq.) was added dropwise with stirring. The resulting solution was stirred for an additional 16 hours at room temperature. The reaction was then quenched with water (1 mL). The resulting mixtur... The reactants are substituted propanol, CN(C1=CC=CC=C1)C (dimethylaniline), BrC(C(=O)Br)C (α-bromopropionyl bromide). Solvent: CCOCC (ether). Conditions: time 48 hour. Yields the product Br.CN(C1=CC=CC=C1)C (dimethylaniline hydrobromide). Reaction SMILES: [CH3:1][N:2]([CH3:9])[C:3]1[CH:8]=[CH:7][CH:6]=[CH:5][CH:4]=1.[Br:10]C(C)C(Br)=O>CCOCC>[BrH:10].[CH3:1][N:2]([CH3:9])[C:3]1[CH:8]=[CH:7][CH:6]=[CH:5][CH:4]=1 |f:3.4|. Procedure: A solution of 3,4-dichlorobenzylchloride (49.2 g, 0.254 mole) in dry ether (125 ml) was added dropwise during one hour to magnesium (6.08 g, 0.250 mole) in a three-necked flask equipped with stirrer and reflux condenser. Refluxing was continued until all the magnesium was dissolved and the solution was then cooled. Acetone (15.0 g, 0.258 mole) was added dropwise and the solution heated to reflux for three hours. After cooling the reaction mixture was poured out on ice (125 ml) and a concentrated...